This data is from the Open Reaction Database (ORD), a public repository of structured organic reaction records. The task is: describe an organic reaction: reactants, conditions, products, and yield Reactants: C(C1=CC=CC=C1)OC(N[C@@H]1CC2=CC=C(C=C2C1)CN1N=C(C(=C1)CO)C(F)(F)F)=O ((R)-benzyl-5-((4-(hydroxymethyl)-3-(trifluoromethyl)-1H-pyrazol-1-yl)methyl)-2,3-dihydro-1H-inden-2-ylcarbamate), C(C)O (ethanol), [H][H] (hydrogen), Cl (HCl). The reagents and catalysts are [OH-].[Pd+2].[OH-] (Palladium hydroxide). The solvent is C(Cl)Cl (DCM), O=[Si]=O (dicalite). Product: N[C@@H]1CC2=CC=C(C=C2C1)CN1N=C(C(=C1)CO)C(F)(F)F ((R)-(1-((2-amino-2,3-dihydro-1H-inden-5-yl)methyl)-3-(trifluoromethyl)-1H-pyrazol-4-yl)methanol). Isolated yield 70.7%. Reaction SMILES: C(OC(=O)[NH:10][C@H:11]1[CH2:19][C:18]2[C:13](=[CH:14][CH:15]=[C:16]([CH2:20][N:21]3[CH:25]=[C:24]([CH2:26][OH:27])[C:23]([C:28]([F:31])([F:30])[F:29])=[N:22]3)[CH:17]=2)[CH2:12]1)C1C=CC=CC=1.C(O)C.Cl.[H][H]>C(Cl)Cl.O=[Si]=O.[OH-].[Pd+2].[OH-]>[NH2:10][C@H:11]1[CH2:19][C:18]2[C:13](=[CH:14][CH:15]=[C:16]([CH2:20][N:21]3[CH:25]=[C:24]([CH2:26][OH:27])[C:23]([C:28]([F:31])([F:30])[F:29])=[N:22]3)[CH:17]=2)[CH2:12]1 |f:6.7.8|. Procedure details: Palladium hydroxide (20% on carbon) (3.86 mmol, 0.542 g) was wetted in a hydrogenation vessel before addition of (R)-benzyl-5-((4-(hydroxymethyl)-3-(trifluoromethyl)-1H-pyrazol-1-yl)methyl)-2,3-dihydro-1H-inden-2-ylcarbamate (3.86 mmol, 1.72 g) and ethanol (50 mL) followed by aqueous 5N HCl solution (5.00 mL). The mixture was stirred under 2 bar of hydrogen for 35 min before diluting with DCM (100 mL) and filtration through a dicalite pad which was then washed with 10% MeOH/DCM (150 mL). Combine... The reactants are C, CCO, Cc1cc(-c2nnnn2C2CC2)ccc1[N+](=O)[O-], [H][H], [Pd]. Product: Cc1cc(-c2nnnn2C2CC2)ccc1N. RXN SMILES: [C:24].[CH3:21][CH2:22][OH:23].[CH:1]1([n:4]2[n:5][n:6][n:7][c:8]2-[c:9]2[cH:10][c:11]([CH3:18])[c:12]([N+:15]([O-:16])=[O:17])[cH:13][cH:14]2)[CH2:2][CH2:3]1.[H:19][H:20].[Pd:25]>>[CH:1]1([n:4]2[n:5][n:6][n:7][c:8]2-[c:9]2[cH:10][c:11]([CH3:18])[c:12]([NH2:15])[cH:13][cH:14]2)[CH2:2][CH2:3]1. The reactants are CC(C)N, C1COCCO1, c1cc(OCC2CO2)c2nsnc2c1. The product is CC(C)NCC(O)COc1cccc2nsnc12. Reaction SMILES: [CH3:15][CH:16]([CH3:17])[NH2:18].[O:19]1[CH2:20][CH2:21][O:22][CH2:23][CH2:24]1.[O:1]1[CH:2]([CH2:3][O:4][c:5]2[cH:6][cH:7][cH:8][c:9]3[n:10][s:11][n:12][c:13]23)[CH2:14]1>>[OH:1][CH:2]([CH2:3][O:4][c:5]1[cH:6][cH:7][cH:8][c:9]2[n:10][s:11][n:12][c:13]12)[CH2:14][NH:18][CH:16]([CH3:15])[CH3:17].